This data is from the Open Reaction Database (ORD), a public repository of structured organic reaction records. The task is: describe an organic reaction: reactants, conditions, products, and yield Reactants: CC[N+](C)(CC)CC, CC#N, [Cl-], O=P(Cl)(Cl)Cl, Nc1nc2nc[nH]c2c(=O)[nH]1. Yields the product Nc1nc(Cl)c2[nH]cnc2n1. Reaction SMILES: [CH3:18][N+:19]([CH2:20][CH3:21])([CH2:22][CH3:23])[CH2:24][CH3:25].[CH3:26][C:27]#[N:28].[Cl-:17].[P:12]([Cl:13])([Cl:14])([Cl:15])=[O:16].[nH:1]1[c:2]([NH2:3])[n:4][c:5]2[n:6][cH:7][nH:8][c:9]2[c:10]1=[O:11]>>[n:1]1[c:2]([NH2:3])[n:4][c:5]2[n:6][cH:7][nH:8][c:9]2[c:10]1[Cl:14]. Starting materials: B (borane), C(C1=CC=CC=C1)N1CC(C(C1)C1=CC(=C(C=C1)Cl)Cl)N ((3RS,4SR)-1-benzyl-4-(3,4-dichloro-phenyl)-pyrrolidin-3-ylamine), C(=O)([O-])[O-].[K+].[K+] (K2CO3), ClC(=O)OCC (ethyl chloroformate). Solvent: C1CCOC1 (THF), C1CCOC1 (THF), O (H2O), C1CCOC1 (THF). Conditions: temperature 65 celsius, time 10 minute. Yields the product C(C1=CC=CC=C1)N1CC(C(C1)C1=CC(=C(C=C1)Cl)Cl)NC ([(3RS,4SR)-1-Benzyl-4-(3,4-dichloro-phenyl)-pyrrolidin-3-yl]-methyl-amine). The yield is 77.9%. RXN SMILES: [CH2:1]([N:8]1[CH2:12][CH:11]([C:13]2[CH:18]=[CH:17][C:16]([Cl:19])=[C:15]([Cl:20])[CH:14]=2)[CH:10]([NH2:21])[CH2:9]1)[C:2]1[CH:7]=[CH:6][CH:5]=[CH:4][CH:3]=1.[C:22]([O-])([O-])=O.[K+].[K+].ClC(OCC)=O.B>C1COCC1.O>[CH2:1]([N:8]1[CH2:12][CH:11]([C:13]2[CH:18]=[CH:17][C:16]([Cl:19])=[C:15]([Cl:20])[CH:14]=2)[CH:10]([NH:21][CH3:22])[CH2:9]1)[C:2]1[CH:3]=[CH:4][CH:5]=[CH:6][CH:7]=1 |f:1.2.3|. Procedure: To a solution of (3RS,4SR)-1-benzyl-4-(3,4-dichloro-phenyl)-pyrrolidin-3-ylamine (9.2 g, 0.028 mol) in THF (100 ml) was added a solution of K2CO3 (7.91 g, 0.057 mol) in H2O (35 ml). After 10 minutes, ethyl chloroformate (2.86 ml, 0.030 mol) was added and stirring was continued at RT for an additional 4 h. The intermediate carbamate was then extracted with Et2O, dried over Na2SO4 and concentrated under vacuo to give viscous oil. The oil was taken up in THF (100 ml) and a solution of borane in THF... Reactants: C([O-])(O)=O.[Na+] (sodium bicarbonate), O (Water), C(C1=CC=CC=C1)(C1=CC=CC=C1)(C1=CC=CC=C1)NC=1SC=C(N1)C(C(=O)NC1[C@@H]2N(C(=C(CS2)CSC=2SC=NN2)C(=O)O)C1=O)=NOC(F)F (7-[2-(2-tritylaminothiazol-4-yl)-2-difluoromethoxyiminoacetamido]-3-(1,3,4-thiadiazol-2-yl)thiomethyl-3-cephem-4-carboxylic acid), O (water), C(C)(=O)OCC (ethyl acetate). The solvent is C(=O)O (formic acid). Conditions: time 4 hour. Yields the product NC=1SC=C(N1)C(C(=O)NC1[C@@H]2N(C(=C(CS2)CSC=2SC=NN2)C(=O)O)C1=O)=NOC(F)F (7-[2-(2-aminothiazol-4-yl)-2-difluoromethoxyiminoacetamido]-3-(1,3,4-thiadiazol-2-yl)thiomethyl-3-cephem-4-carboxylic acid). The yield is 64.0%. RXN SMILES: O.C([NH:21][C:22]1[S:23][CH:24]=[C:25]([C:27](=[N:50][O:51][CH:52]([F:54])[F:53])[C:28]([NH:30][CH:31]2[C:48](=[O:49])[N:33]3[C:34]([C:45]([OH:47])=[O:46])=[C:35]([CH2:38][S:39][C:40]4[S:41][CH:42]=[N:43][N:44]=4)[CH2:36][S:37][C@H:32]23)=[O:29])[N:26]=1)(C1C=CC=CC=1)(C1C=CC=CC=1)C1C=CC=CC=1.C(OCC)(=O)C.C(=O)(O)[O-].[Na+]>C(O)=O>[NH2:21][C:22]1[S:23][CH:24]=[C:25]([C:27](=[N:50][O:51][CH:52]([F:53])[F:54])[C:28]([NH:30][CH:31]2[C:48](=[O:49])[N:33]3[C:34]([C:45]([OH:47])=[O:46])=[C:35]([CH2:38][S:39][C:40]4[S:41][CH:42]=[N:43][N:44]=4)[CH2:36][S:37][C@H:32]23)=[O:29])[N:26]=1 |f:3.4|. Reported procedure: Water (2.7 ml) was added to a stirred solution of 7-[2-(2-tritylaminothiazol-4-yl)-2-difluoromethoxyiminoacetamido]-3-(1,3,4-thiadiazol-2-yl)thiomethyl-3-cephem-4-carboxylic acid (syn isomer) (0.9 g) in formic acid (9 ml) at 7° C. under ice-cooling and the mixture was stirred at the same temperature for 4 hours. The reaction mixture was poured into a mixture of water (150 ml) and ethyl acetate (50 ml) and adjusted to pH 2.5 with an aqueous solution of sodium bicarbonate. The separated organic la... Starting materials: BrC=1C=C2C(=C(C=NC2=CC1)C(=O)C1CC1)NC1=CC=C(C=C1)CN1CCCC1 ({6-bromo-4-[4-(pyrrolidin-1-ylmethyl)phenylamino]quinolin-3-yl}(cyclopropyl)methanone), ClC1=C(C(=CC(=C1)B1OC(C(O1)(C)C)(C)C)Cl)O (2,6-dichloro-4-(4,4,5,5-tetramethyl-1,3,2-dioxaborolan-2-yl)phenol). The product is C1(CC1)C(=O)C=1C=NC2=CC=C(C=C2C1NC1=CC=C(C=C1)CN1CCCC1)C1=CC(=C(C(=C1)Cl)O)Cl (Cyclopropyl{6-(3,5-dichloro-4-hydroxyphenyl)-4-[4-(pyrrolidin-1-ylmethyl)phenylamino]quinolin-3-yl}methanone). The yield is 53.9%. RXN SMILES: Br[C:2]1[CH:3]=[C:4]2[C:9](=[CH:10][CH:11]=1)[N:8]=[CH:7][C:6]([C:12]([CH:14]1[CH2:16][CH2:15]1)=[O:13])=[C:5]2[NH:17][C:18]1[CH:23]=[CH:22][C:21]([CH2:24][N:25]2[CH2:29][CH2:28][CH2:27][CH2:26]2)=[CH:20][CH:19]=1.[Cl:30][C:31]1[CH:36]=[C:35](B2OC(C)(C)C(C)(C)O2)[CH:34]=[C:33]([Cl:46])[C:32]=1[OH:47]>>[CH:14]1([C:12]([C:6]2[CH:7]=[N:8][C:9]3[C:4]([C:5]=2[NH:17][C:18]2[CH:19]=[CH:20][C:21]([CH2:24][N:25]4[CH2:26][CH2:27][CH2:28][CH2:29]4)=[CH:22][CH:23]=2)=[CH:3][C:2]([C:35]2[CH:36]=[C:31]([Cl:30])[C:32]([OH:47])=[C:33]([Cl:46])[CH:34]=2)=[CH:11][CH:10]=3)=[O:13])[CH2:16][CH2:15]1. Procedure: Following general procedure F, {6-bromo-4-[4-(pyrrolidin-1-ylmethyl)phenylamino]quinolin-3-yl}(cyclopropyl)methanone (49 mg, 0.108 mmol) was reacted with 2,6-dichloro-4-(4,4,5,5-tetramethyl-1,3,2-dioxaborolan-2-yl)phenol (46 mg, 0.162 mmol) to afford the desired product (31 mg, 54%) as a yellow solid: 1H NMR (300 MHz, CD3OD+acetic acid-d4) δ 9.31 (s, 1H), 8.06-7.99 (m, 2H), 7.91 (s, 1H), 7.55 (d, J=8.4 Hz, 2H), 7.35-7.26 (m, 4H), 4.41 (s, 2H), 2.93-2.86 (m, 1H), 2.13-2.03 (m, 4H), 1.23-1.06 (m, ... The reactants are CN1C=NC=C1 (N-methylimidazole), FC(C(F)(F)F)(F)P(OCCOCC=C)(=O)C(C(F)(F)F)(F)F (2-(Allyloxy)ethyl bis(pentafluoroethyl)phosphinate), P(=O)(C(F)(F)C(F)(F)F)(C(F)(F)C(F)(F)F)OCCOCC=C ((C2F5)2P(O)OCH2CH2—OCH2CH═CH2). Run at temperature 0 celsius, time 1.5 hour. Yields the product FC(C(F)(F)F)(F)P([O-])(=O)C(C(F)(F)F)(F)F.C(C=C)OCCN1C=[N+](C=C1)C (3-[2-(Allyloxy)ethyl]-1-methylimidazolium bis(pentafluoroethyl)phosphinate), [CH2═CHCH2OCH2CH2MIM][(C2F5)2—P(O)O]. RXN SMILES: [F:1][C:2]([P:8]([C:17]([F:23])([F:22])[C:18]([F:21])([F:20])[F:19])(=[O:16])[O:9][CH2:10][CH2:11][O:12][CH2:13][CH:14]=[CH2:15])([F:7])[C:3]([F:6])([F:5])[F:4].[CH3:24][N:25]1[CH:29]=[CH:28][N:27]=[CH:26]1>>[F:7][C:2]([P:8]([C:17]([F:22])([F:23])[C:18]([F:21])([F:20])[F:19])(=[O:9])[O-:16])([F:1])[C:3]([F:6])([F:5])[F:4].[CH2:13]([O:12][CH2:11][CH2:10][N:27]1[CH:28]=[CH:29][N+:25]([CH3:24])=[CH:26]1)[CH:14]=[CH2:15] |f:2.3|. Procedure: 2-(Allyloxy)ethyl bis(pentafluoroethyl)phosphinate, (C2F5)2P(O)OCH2CH2—OCH2CH═CH2, (4.135 g; 10.7 mmol) is slowly added dropwise to dry and cooled (0° C.) N-methylimidazole (0.793 g; 9.7 mmol) (exothermic) in a 50 ml glass flask. A pale-yellow, more highly viscous solution forms spontaneously, which is stirred at 0° C. for 1.5 h, warmed and stirred at room temperature for 5 h. The readily volatile constituents are removed in vacuo (10−3 mbar) at room temperature. 3-[2-(Allyloxy)ethyl]-1-methylim...